Dataset: the Open Reaction Database (ORD), a public repository of structured organic reaction records. Task: describe an organic reaction: reactants, conditions, products, and yield Starting materials: NC1=NC(c2cccc(Br)c2)(c2ccncc2F)c2ccccc21, COc1cccc(B(O)O)c1F. Product: COc1cccc(-c2cccc(C3(c4ccncc4F)N=C(N)c4ccccc43)c2)c1F. RXN SMILES: [Br:1][c:2]1[cH:3][c:4]([C:8]2([c:18]3[c:19]([F:24])[cH:20][n:21][cH:22][cH:23]3)[N:9]=[C:10]([NH2:17])[c:11]3[cH:12][cH:13][cH:14][cH:15][c:16]32)[cH:5][cH:6][cH:7]1.[F:25][c:26]1[c:27]([B:34]([OH:35])[OH:36])[cH:28][cH:29][cH:30][c:31]1[O:32][CH3:33]>>[c:2]1(-[c:27]2[c:26]([F:25])[c:31]([O:32][CH3:33])[cH:30][cH:29][cH:28]2)[cH:3][c:4]([C:8]2([c:18]3[c:19]([F:24])[cH:20][n:21][cH:22][cH:23]3)[N:9]=[C:10]([NH2:17])[c:11]3[cH:12][cH:13][cH:14][cH:15][c:16]32)[cH:5][cH:6][cH:7]1. The reactants are [Al+3], CCOC(=O)CC(c1cncc(OC)c1)N1CCN(CCCc2ccc3c(n2)NCCC3)C1=O, CCS, [Cl-], [Cl-], [Cl-], ClCCl. The product is CCOC(=O)CC(c1cncc(O)c1)N1CCN(CCCc2ccc3c(n2)NCCC3)C1=O. RXN SMILES: [Al+3:39].[CH2:1]([CH3:2])[O:3][C:4]([CH2:5][CH:6]([N:7]1[C:8](=[O:25])[N:9]([CH2:12][CH2:13][CH2:14][c:15]2[n:16][c:17]3[c:22]([cH:23][cH:24]2)[CH2:21][CH2:20][CH2:19][NH:18]3)[CH2:10][CH2:11]1)[c:26]1[cH:27][n:28][cH:29][c:30]([O:32][CH3:33])[cH:31]1)=[O:34].[CH2:35]([SH:36])[CH3:37].[Cl-:38].[Cl-:40].[Cl-:41].[Cl:42][CH2:43][Cl:44]>>[CH2:1]([CH3:2])[O:3][C:4]([CH2:5][CH:6]([N:7]1[C:8](=[O:25])[N:9]([CH2:12][CH2:13][CH2:14][c:15]2[n:16][c:17]3[c:22]([cH:23][cH:24]2)[CH2:21][CH2:20][CH2:19][NH:18]3)[CH2:10][CH2:11]1)[c:26]1[cH:27][n:28][cH:29][c:30]([OH:32])[cH:31]1)=[O:34]. Reaction SMILES: [CH3:1][C:2]1[N:7]=[CH:6][C:5]([OH:8])=[CH:4][CH:3]=1.OO.[ClH:11]>>[Cl:11][C:6]1[C:5]([OH:8])=[CH:4][CH:3]=[C:2]([CH3:1])[N:7]=1. Procedure details: In 500 ml conc. hydrochloric acid was dissolved 50.0 g (0.46 mole) 6-methyl-3-hydroxypyridine. After heating to 80° C., 150 ml 15% hydrogen peroxide was slowly added over several hours while maintaining the reaction temperature at 80°-85°. The reaction mixture was cooled to 50° C. and concentrated under reduced pressure. The residue was brought to pH 8 by careful addition of 25% sodium hydroxide solution. This mixture was extracted with ether. The solvent was removed and the residue recrystalliz... Reaction conditions: temperature 80 celsius. Reactants: CC1=CC=C(C=N1)O (6-methyl-3-hydroxypyridine), Cl (hydrochloric acid), OO (hydrogen peroxide). Product: ClC1=NC(=CC=C1O)C (2-chloro-6-methyl-3-hydroxypyridine). Reactants: ClC(Cl)Cl, O=C(O)Cc1ccc(Cl)cc1, O=S(Cl)Cl. Product: O=C(Cl)Cc1ccc(Cl)cc1. Reaction SMILES: [CH:16]([Cl:17])([Cl:18])[Cl:19].[Cl:1][c:2]1[cH:3][cH:4][c:5]([CH2:8][C:9](=[O:10])[OH:11])[cH:6][cH:7]1.[S:12]([Cl:13])([Cl:14])=[O:15]>>[Cl:1][c:2]1[cH:3][cH:4][c:5]([CH2:8][C:9](=[O:11])[Cl:14])[cH:6][cH:7]1. The reactants are ClCCCCCBr, Nc1ncc(Br)nc1-c1ccc(Cl)cc1, CN(C)C=O, [H-], [Na+]. Product: Clc1ccc(-c2nc(Br)cnc2N2CCCCC2)cc1. RXN SMILES: [Br:18][CH2:19][CH2:20][CH2:21][CH2:22][CH2:23][Cl:24].[Br:1][c:2]1[n:3][c:4](-[c:9]2[cH:10][cH:11][c:12]([Cl:15])[cH:13][cH:14]2)[c:5]([NH2:8])[n:6][cH:7]1.[CH3:25][N:26]([CH3:27])[CH:28]=[O:29].[H-:16].[Na+:17]>>[Br:1][c:2]1[n:3][c:4](-[c:9]2[cH:10][cH:11][c:12]([Cl:15])[cH:13][cH:14]2)[c:5]([N:8]2[CH2:19][CH2:20][CH2:21][CH2:22][CH2:23]2)[n:6][cH:7]1.